This data is from the Open Reaction Database (ORD), a public repository of structured organic reaction records. The task is: describe an organic reaction: reactants, conditions, products, and yield Reactants: CC(=O)OCC1=C(N2[C@@H]([C@@H](C2=O)N)SC1)C(=O)O (7-ACA), B(F)(F)F.CCOCC (boron trifluoride ethyl ether), CS(=O)(=O)O (methanesulfonic acid), B(OC)(OC)OC (trimethyl borate). The solvent is S1(=O)(=O)CCCC1 (sulfolane). Run at temperature 30 celsius. Product: desired product, NC1[C@@H]2N(C(=C(CS2)COC)C(=O)O)C1=O (7-amino-3-methoxymethyl-3-cephem-4-carboxylic acid). As a reaction SMILES: C[C:2]([O:4][CH2:5][C:6]1[CH2:15][S:14][C@@H:9]2[C@H:10]([NH2:13])[C:11](=[O:12])[N:8]2[C:7]=1[C:16]([OH:18])=[O:17])=O.B(F)(F)F.CCOCC.CS(O)(=O)=O.B(OC)(OC)OC>S1(CCCC1)(=O)=O>[NH2:13][CH:10]1[C:11](=[O:12])[N:8]2[C:7]([C:16]([OH:18])=[O:17])=[C:6]([CH2:5][O:4][CH3:2])[CH2:15][S:14][C@H:9]12 |f:1.2|. Procedure details: To 10 ml of sulfolane were added 1.41 g of 7-ACA, 2.4 ml of boron trifluoride ethyl ether, 0.34 ml of methanesulfonic acid and 3.13 ml of trimethyl borate. The mixture was heated at 30° C. for 5 hours to advance a reaction. After completion of the reaction, substantially the same procedure as in Example 1 was repeated, to thereby obtain the desired product, namely 7-amino-3-methoxymethyl-3-cephem-4-carboxylic acid. The amount of the desired product was 0.49 g. The yield of the desired product wa... Starting materials: COc1cc2c(=O)n(COC(=O)C(C)(C)C)cnc2cc1OCCC1CCN(C(=O)OC(C)(C)C)CC1, O=C([O-])O, ClCCl, O=C(O)C(F)(F)F, [Na+], O. Product: COc1cc2c(=O)n(COC(=O)C(C)(C)C)cnc2cc1OCCC1CCNCC1. Reaction SMILES: [C:1]([O:2][C:3](=[O:4])[N:8]1[CH2:9][CH2:10][CH:11]([CH2:14][CH2:15][O:16][c:17]2[c:18]([O:36][CH3:37])[cH:19][c:20]3[c:21](=[O:35])[n:22]([CH2:27][O:28][C:29]([C:30]([CH3:31])([CH3:32])[CH3:33])=[O:34])[cH:23][n:24][c:25]3[cH:26]2)[CH2:12][CH2:13]1)([CH3:5])([CH3:6])[CH3:7].[C:46](=[O:47])([O-:48])[OH:49].[CH2:51]([Cl:52])[Cl:53].[F:38][C:39]([F:40])([F:41])[C:42]([OH:43])=[O:44].[Na+:50].[OH2:45]>>[NH:8]1[CH2:9][CH2:10][CH:11]([CH2:14][CH2:15][O:16][c:17]2[c:18]([O:36][CH3:37])[cH:19][c:20]3[c:21](=[O:35])[n:22]([CH2:27][O:28][C:29]([C:30]([CH3:31])([CH3:32])[CH3:33])=[O:34])[cH:23][n:24][c:25]3[cH:26]2)[CH2:12][CH2:13]1. Starting materials: S1C=C(C=C1)C=1C=C(C=CC1)/C=C/CCCC#N ((E)-6-[3-(3-thienyl)phenyl]-5-hexenenitrile), COC(CBr)=O (bromoacetic acid methyl ester), O1CCCC1 (tetrahydrofuran), Cl (hydrochloric acid). The reagents and catalysts are [Zn] (zinc). Product: COC(CC(CCC\C=C\C1=CC(=CC=C1)C1=CSC=C1)=O)=O ((E)-8-[3-(3-thienyl)phenyl]-3-oxo-7-octenoic acid methyl ester). As a reaction SMILES: [S:1]1[CH:5]=[CH:4][C:3]([C:6]2[CH:7]=[C:8](/[CH:12]=[CH:13]/[CH2:14][CH2:15][CH2:16][C:17]#N)[CH:9]=[CH:10][CH:11]=2)=[CH:2]1.[CH3:19][O:20][C:21](=[O:24])[CH2:22]Br.Cl.[O:26]1CCCC1>[Zn]>[CH3:19][O:20][C:21](=[O:24])[CH2:22][C:17](=[O:26])[CH2:16][CH2:15][CH2:14]/[CH:13]=[CH:12]/[C:8]1[CH:9]=[CH:10][CH:11]=[C:6]([C:3]2[CH:4]=[CH:5][S:1][CH:2]=2)[CH:7]=1. Procedure: 3.64 g of the above nitrile compound and 3.92 g of activated zinc powder are added to 50 ml of tetrahydrofuran, 4.54 ml of bromoacetic acid methyl ester is added dropwise to this mixture over a period of 1 hour under reflux with heating and stirring, and the mixture is further stirred under reflux for 1 hour. 100 ml of 10% hydrochloric acid is added to the reaction solution, the mixture is stirred at room temperature for 30 minutes, tetrahydrofuran is distilled off under reduced pressure, and me... Reactants: C1COCCO1, CC(C)(C)OC(=O)N1CCC(C#N)(c2ccc(Cl)cc2F)CC1, Cl. Product: N#CC1(c2ccc(Cl)cc2F)CCNCC1. RXN SMILES: [CH2:25]1[O:26][CH2:27][CH2:28][O:29][CH2:30]1.[Cl:2][c:3]1[cH:4][c:5]([F:24])[c:6]([C:9]2([C:22]#[N:23])[CH2:10][CH2:11][N:12]([C:15]([O:16][C:17]([CH3:18])([CH3:19])[CH3:20])=[O:21])[CH2:13][CH2:14]2)[cH:7][cH:8]1.[ClH:1]>>[Cl:2][c:3]1[cH:4][c:5]([F:24])[c:6]([C:9]2([C:22]#[N:23])[CH2:10][CH2:11][NH:12][CH2:13][CH2:14]2)[cH:7][cH:8]1. The reactants are C(C)(C)(C)OC(=O)N1CCC(CC1)COCC(C1=C(C=CC=C1)Cl)N (4-[2-amino-2-(2-chlorophenyl)-ethoxymethyl]piperidine-1-carboxylic acid tert-butyl ester), ClC=1C=CC2=C(SC(=C2)C(=O)O)C1 (6-chlorobenzo[b]thiophene-2-carboxylic acid). Yields the product C(C)(C)(C)OC(=O)N1CCC(CC1)COCC(C1=C(C=CC=C1)Cl)NC(=O)C1=CC2=C(S1)C=C(C=C2)Cl (4-{2-[(6-Chlorobenzo[b]thiophene-2-carbonyl)amino]-2-(2-chlorophenyl)ethoxymethyl}piperidine-1-carboxylic acid tert-butyl ester). RXN SMILES: [C:1]([O:5][C:6]([N:8]1[CH2:13][CH2:12][CH:11]([CH2:14][O:15][CH2:16][CH:17]([NH2:25])[C:18]2[CH:23]=[CH:22][CH:21]=[CH:20][C:19]=2[Cl:24])[CH2:10][CH2:9]1)=[O:7])([CH3:4])([CH3:3])[CH3:2].[Cl:26][C:27]1[CH:28]=[CH:29][C:30]2[CH:34]=[C:33]([C:35](O)=[O:36])[S:32][C:31]=2[CH:38]=1>>[C:1]([O:5][C:6]([N:8]1[CH2:9][CH2:10][CH:11]([CH2:14][O:15][CH2:16][CH:17]([NH:25][C:35]([C:33]2[S:32][C:31]3[CH:38]=[C:27]([Cl:26])[CH:28]=[CH:29][C:30]=3[CH:34]=2)=[O:36])[C:18]2[CH:23]=[CH:22][CH:21]=[CH:20][C:19]=2[Cl:24])[CH2:12][CH2:13]1)=[O:7])([CH3:4])([CH3:2])[CH3:3]. Reported procedure: Using coupling method A, 4-[2-amino-2-(2-chlorophenyl)-ethoxymethyl]piperidine-1-carboxylic acid tert-butyl ester (300 mg, 0.8 mmol) and 6-chlorobenzo[b]thiophene-2-carboxylic acid (172 mg, 0.8 mmol) afforded, after purification (SiO2: 50% EtOAc in hexane), 353 mg (77%) of the title compound. Reactants: C(Br)(Br)(Br)Br (carbon tetrabromide), C1(=CC=CC=C1)P(C1=CC=CC=C1)C1=CC=CC=C1 (triphenylphosphine), C(C)(C)(C)OC(CCO)=O (3-Hydroxy-propionic acid tert-butyl ester). Run in C(C)#N (acetonitrile). Conditions: time 8 hour. Yields the product C(C)(C)(C)OC(CCBr)=O (3-bromo-propionic acid tert-butyl ester). As a reaction SMILES: [C:1]([O:5][C:6](=[O:10])[CH2:7][CH2:8]O)([CH3:4])([CH3:3])[CH3:2].C(Br)(Br)(Br)[Br:12].C1(P(C2C=CC=CC=2)C2C=CC=CC=2)C=CC=CC=1>C(#N)C>[C:1]([O:5][C:6](=[O:10])[CH2:7][CH2:8][Br:12])([CH3:4])([CH3:3])[CH3:2]. Reported procedure: 3-Hydroxy-propionic acid tert-butyl ester is dissolved in acetonitrile and carbon tetrabromide and triphenylphosphine is added. The mixture is stirred at room temperature overnight. After this time the mixture is concentrated in vacuo. The gummy solid is triturated with hexanes and the liquid decanted, passed through pad of silica to remove any triphenylphosphine oxide, and concentrated in vacuo. 1H NMR (400 MHz, CHLOROFORM-d) ppm 1.3 (9H, s), 2.06-2.27 (2H, m), 4.07-4.25 (2H, m). Reactants: ClC[C@H](CC(CC(=O)OC(C)(C)C)=O)O (tert-butyl(5S)-6-chloro-5-hydroxy-3-oxohexanoate), O=C[C@H](O)[C@@H](O)[C@H](O)[C@H](O)CO (glucose), [OH-].[Na+] (sodium hydroxide). Conditions: temperature 30 celsius, time 24 hour. Yields the product ClC[C@H](C[C@H](CC(=O)OC(C)(C)C)O)O (Tert-butyl(3R,5S)-6-chloro-3,5-dihydroxyhexanoate). RXN SMILES: [Cl:1][CH2:2][C@@H:3]([OH:15])[CH2:4][C:5](=[O:14])[CH2:6][C:7]([O:9][C:10]([CH3:13])([CH3:12])[CH3:11])=[O:8].O=C[C@@H]([C@H]([C@@H]([C@@H](CO)O)O)O)O.[OH-].[Na+]>>[Cl:1][CH2:2][C@@H:3]([OH:15])[CH2:4][C@@H:5]([OH:14])[CH2:6][C:7]([O:9][C:10]([CH3:11])([CH3:12])[CH3:13])=[O:8] |f:2.3|. Procedure details: A 5-L mini-jar fermenter containing 3 L of medium A was inoculated with Candida magnoliae IFO0705 and incubated at 30° C. with 0.5 vvm aeration and stirring at 500 rpm for 24 hours. After completion of cultivation, 30 g of tert-butyl(5S)-6-chloro-5-hydroxy-3-oxohexanoate (synthesized by the process described in Example 1) and 60 g of glucose were added and the reaction was carried out, with the pH maintained at 6.5 with sodium hydroxide, for 18 hours. After completion of the reaction, the cells ...